This data is from the Open Reaction Database (ORD), a public repository of structured organic reaction records. The task is: describe an organic reaction: reactants, conditions, products, and yield Reactants: C(C)(C)(C)OC(=O)N1CCC(CC1)N1N=C2N=C(C(=C(C2=C1)C1=CC=C(C=C1)F)C1=CC=NC=C1)C1=CC=C(C=C1)F (2-[1-(tert-butoxycarbonyl)piperidin-4-yl]-4,6-bis(4-fluorophenyl)-5-(4-pyridyl)pyrazolo[3,4-b]pyridine), FC(C(=O)O)(F)F (trifluoroacetic acid). The solvent is C(Cl)Cl (CH2Cl2). Run at time 2.5 hour. Yields the product FC1=CC=C(C=C1)C=1C=2C(N=C(C1C1=CC=NC=C1)C1=CC=C(C=C1)F)=NN(C2)C2CCNCC2 (4,6-Bis(4-fluorophenyl)-2-(4-piperidyl)-5-(4-pyridyl)pyrazolo[3,4-b]pyridine). The yield is 62.0%. Reaction SMILES: C(OC([N:8]1[CH2:13][CH2:12][CH:11]([N:14]2[CH:22]=[C:21]3[C:16]([N:17]=[C:18]([C:36]4[CH:41]=[CH:40][C:39]([F:42])=[CH:38][CH:37]=4)[C:19]([C:30]4[CH:35]=[CH:34][N:33]=[CH:32][CH:31]=4)=[C:20]3[C:23]3[CH:28]=[CH:27][C:26]([F:29])=[CH:25][CH:24]=3)=[N:15]2)[CH2:10][CH2:9]1)=O)(C)(C)C.FC(F)(F)C(O)=O>C(Cl)Cl>[F:29][C:26]1[CH:27]=[CH:28][C:23]([C:20]2[C:21]3[C:16](=[N:15][N:14]([CH:11]4[CH2:12][CH2:13][NH:8][CH2:9][CH2:10]4)[CH:22]=3)[N:17]=[C:18]([C:36]3[CH:37]=[CH:38][C:39]([F:42])=[CH:40][CH:41]=3)[C:19]=2[C:30]2[CH:31]=[CH:32][N:33]=[CH:34][CH:35]=2)=[CH:24][CH:25]=1. Reported procedure: To a solution of 2-[1-(tert-butoxycarbonyl)piperidin-4-yl]-4,6-bis(4-fluorophenyl)-5-(4-pyridyl)pyrazolo[3,4-b]pyridine (0.62 g, 1.1 mmol, obtained in example 20) in CH2Cl2 (19 mL) under argon atmosphere and cooled to 0° C., trifluoroacetic acid (1.8 mL) was added. It was stirred at room temperature for 2.5 h. The solvent was evaporated. The residue was dissolved in CHCl3 and washed with 1 N NaOH and brine. The organic phase was dried over Na2SO4 and concentrated to dryness, to afford 319 mg of ...